This data is from the Open Reaction Database (ORD), a public repository of structured organic reaction records. The task is: describe an organic reaction: reactants, conditions, products, and yield The reactants are FC1=CC=C(C=C1)C1=C2C(=NC(=C1C1=CC=NC=C1)C1=CC=C(C=C1)F)NN=C2 (4,6-Bis(4-fluorophenyl)-5-(4-pyridyl)-1H-pyrazolo[3,4-b]pyridine), BrCCO (2-bromoethanol). The product is FC1=CC=C(C=C1)C1=C2C(=NC(=C1C1=CC=NC=C1)C1=CC=C(C=C1)F)N(N=C2)CCO (2-[4,6-Bis(4-fluorophenyl)-5-(4-pyridyl)pyrazolo[3,4-b]pyridin-1-yl]ethanol). Reaction SMILES: [F:1][C:2]1[CH:7]=[CH:6][C:5]([C:8]2[C:13]([C:14]3[CH:19]=[CH:18][N:17]=[CH:16][CH:15]=3)=[C:12]([C:20]3[CH:25]=[CH:24][C:23]([F:26])=[CH:22][CH:21]=3)[N:11]=[C:10]3[NH:27][N:28]=[CH:29][C:9]=23)=[CH:4][CH:3]=1.Br[CH2:31][CH2:32][OH:33]>>[F:1][C:2]1[CH:7]=[CH:6][C:5]([C:8]2[C:13]([C:14]3[CH:15]=[CH:16][N:17]=[CH:18][CH:19]=3)=[C:12]([C:20]3[CH:25]=[CH:24][C:23]([F:26])=[CH:22][CH:21]=3)[N:11]=[C:10]3[N:27]([CH2:31][CH2:32][OH:33])[N:28]=[CH:29][C:9]=23)=[CH:4][CH:3]=1. Procedure details: Following a similar procedure to that described in examples 22 and 23, but using 4,6-bis(4-fluorophenyl)-5-(4-pyridyl)-1H-pyrazolo[3,4-b]pyridine (obtained in example 1) instead of 4,6-diphenyl-5-(4-pyridyl)-1H-pyrazolo[3,4-b]pyridine and 2-bromoethanol instead of iodomethane, the title compound was obtained.